Dataset: the Open Reaction Database (ORD), a public repository of structured organic reaction records. Task: describe an organic reaction: reactants, conditions, products, and yield Reactants: COC1=CC=C(C=N1)C1=CC=C2C=NC(=NN21)O (7-(6-methoxy-pyridin-3-yl)-pyrrolo[2,1-f][1,2,4]triazin-2-ol), C1=CC=C(C=C1)N(S(=O)(=O)C(F)(F)F)S(=O)(=O)C(F)(F)F (N-phenylbis(trifluoromethanesulphonimide)), NC=1C=NC=C(C(=O)N)C1 (5-amino-nicotinamide). The product is COC1=CC=C(C=N1)C1=CC=C2C=NC(=NN21)NC=2C=NC=C(C(=O)N)C2 (5-[7-(6-methoxy-pyridin-3-yl)-pyrrolo[2,1-f][1,2,4]triazin-2-ylamino]-nicotinamide). Isolated yield 40.0%. As a reaction SMILES: [CH3:1][O:2][C:3]1[N:8]=[CH:7][C:6]([C:9]2[N:17]3[C:12]([CH:13]=[N:14][C:15](O)=[N:16]3)=[CH:11][CH:10]=2)=[CH:5][CH:4]=1.C1C=CC(N(S(C(F)(F)F)(=O)=O)S(C(F)(F)F)(=O)=O)=CC=1.[NH2:40][C:41]1[CH:42]=[N:43][CH:44]=[C:45]([CH:49]=1)[C:46]([NH2:48])=[O:47]>>[CH3:1][O:2][C:3]1[N:8]=[CH:7][C:6]([C:9]2[N:17]3[C:12]([CH:13]=[N:14][C:15]([NH:40][C:41]4[CH:42]=[N:43][CH:44]=[C:45]([CH:49]=4)[C:46]([NH2:48])=[O:47])=[N:16]3)=[CH:11][CH:10]=2)=[CH:5][CH:4]=1. Reported procedure: The titled compound was prepared in analogous fashion as Example 522 using 7-(6-methoxy-pyridin-3-yl)-pyrrolo[2,1-f][1,2,4]triazin-2-ol, N-phenylbis(trifluoromethanesulphonimide) and 5-amino-nicotinamide to give 5-[7-(6-methoxy-pyridin-3-yl)-pyrrolo[2,1-f][1,2,4]triazin-2-ylamino]-nicotinamide as a light brown solid (23.9 mg, 40% yield). M.p.=>250° C. LCMS (E/I+) 361 (M+H). 1H NMR (400 MHz, DMSO-d6) δ 9.85 (s, 1H), 9.05 (s, 1H), 8.92 (s, 1H), 8.83 (s, 1H), 8.60 (m, 3H), 8.09 (s, 1H), 7.62 (s, 1H... Starting materials: C(C)(=O)C1=C(C(=C(OCCCCCC(=O)O)C=C1)CCC)O (6-(4-Acetyl-3-hydroxy-2-propylphenoxy)hexanoic acid), N1=CC(=CC=C1)OCCCCN (4-(3-pyridinyloxy)butyl amine). Product: C(C)(=O)C1=C(C(=C(OCCCCCC(=O)NCCCCOC=2C=NC=CC2)C=C1)CCC)O (6-(4-acetyl-3-hydroxy-2-propylphenoxy)-N-[4-(3-pyridinyloxy)butyl]hexanamide). RXN SMILES: [C:1]([C:4]1[CH:18]=[CH:17][C:7]([O:8][CH2:9][CH2:10][CH2:11][CH2:12][CH2:13][C:14]([OH:16])=O)=[C:6]([CH2:19][CH2:20][CH3:21])[C:5]=1[OH:22])(=[O:3])[CH3:2].[N:23]1[CH:28]=[CH:27][CH:26]=[C:25]([O:29][CH2:30][CH2:31][CH2:32][CH2:33][NH2:34])[CH:24]=1>>[C:1]([C:4]1[CH:18]=[CH:17][C:7]([O:8][CH2:9][CH2:10][CH2:11][CH2:12][CH2:13][C:14]([NH:34][CH2:33][CH2:32][CH2:31][CH2:30][O:29][C:25]2[CH:24]=[N:23][CH:28]=[CH:27][CH:26]=2)=[O:16])=[C:6]([CH2:19][CH2:20][CH3:21])[C:5]=1[OH:22])(=[O:3])[CH3:2]. Procedure: 6-(4-Acetyl-3-hydroxy-2-propylphenoxy)hexanoic acid was allowed to react with 4-(3-pyridinyloxy)butyl amine according to procedure A and the product was purified by HPLC to give 6-(4-acetyl-3-hydroxy-2-propylphenoxy)-N-[4-(3-pyridinyloxy)butyl]hexanamide, the title compound, mp 50°-53° (from ethyl acetate) in 73% yield. Starting materials: CC(=O)O, CC(=O)OC(C)=O, CS(=O)(=O)Nc1ccc2c(c1)C(O)c1cc(-c3ccccc3)cnc1C=C2. Yields the product CC(=O)OC1c2cc(NS(C)(=O)=O)ccc2C=Cc2ncc(-c3ccccc3)cc21. Reaction SMILES: [C:35]([OH:36])(=[O:37])[CH3:38].[CH3:28][C:29](=[O:30])[O:31][C:32]([CH3:33])=[O:34].[OH:1][CH:2]1[c:3]2[c:4]([cH:19][cH:20][c:21]([NH:23][S:24](=[O:25])(=[O:26])[CH3:27])[cH:22]2)[CH:5]=[CH:6][c:7]2[n:8][cH:9][c:10](-[c:13]3[cH:14][cH:15][cH:16][cH:17][cH:18]3)[cH:11][c:12]21>>[O:1]([CH:2]1[c:3]2[c:4]([cH:19][cH:20][c:21]([NH:23][S:24](=[O:25])(=[O:26])[CH3:27])[cH:22]2)[CH:5]=[CH:6][c:7]2[n:8][cH:9][c:10](-[c:13]3[cH:14][cH:15][cH:16][cH:17][cH:18]3)[cH:11][c:12]21)[C:29]([CH3:28])=[O:30]. Reactants: B(F)(F)F (boron trifluoride), C(C)(=O)[O-].[Na+] (sodium acetate), C(C)(=O)O (acetic acid), O(C1=CC=CC=C1)[C@@H](C(=O)OC)C (methyl (R)-2-phenoxypropionate). Conditions: temperature 80 celsius, time 7 hour. The product is C(C)(=O)C1=CC=C(O[C@@H](C(=O)OC)C)C=C1 (Methyl (R)-2-(4-acetylphenoxy)propionate). The yield is 83.7%. As a reaction SMILES: B(F)(F)F.[C:5](O)(=[O:7])[CH3:6].[O:9]([C@H:16]([CH3:21])[C:17]([O:19][CH3:20])=[O:18])[C:10]1[CH:15]=[CH:14][CH:13]=[CH:12][CH:11]=1.C([O-])(=O)C.[Na+]>>[C:5]([C:13]1[CH:14]=[CH:15][C:10]([O:9][C@H:16]([CH3:21])[C:17]([O:19][CH3:20])=[O:18])=[CH:11][CH:12]=1)(=[O:7])[CH3:6] |f:3.4|. Reported procedure: 67 g (1 mol) of boron trifluoride were passed into 60 g (1 mol) of acetic acid. The mixture was heated to 45°-50° C., and 36 g (0.2 mol) of methyl (R)-2-phenoxypropionate were added. After stirring at 45°-50° C. for 7 hours, the temperature was raised to 80° C. for 1 h and the mixture was then stirred into 800 ml of 25% by weight aqueous sodium acetate solution. The product was extracted with 200 ml of ethyl acetate and, after concentration of the organic phase, purified by vacuum distillation. ... The reactants are O=C([O-])O, S=C(Cl)Cl, ClCCl, CCOP(=O)(OCC)C(Cl)=Cc1cc(N)c(F)cc1Cl, [Na+], O. Yields the product CCOP(=O)(OCC)C(Cl)=Cc1cc(N=C=S)c(F)cc1Cl. As a reaction SMILES: [C:25](=[O:26])([O-:27])[OH:28].[Cl:1][C:2]([Cl:3])=[S:4].[Cl:30][CH2:31][Cl:32].[Cl:5][C:6](=[CH:7][c:8]1[c:9]([Cl:16])[cH:10][c:11]([F:15])[c:12]([NH2:14])[cH:13]1)[P:17]([O:18][CH2:19][CH3:20])([O:21][CH2:22][CH3:23])=[O:24].[Na+:29].[OH2:33]>>[C:2](=[S:4])=[N:14][c:12]1[c:11]([F:15])[cH:10][c:9]([Cl:16])[c:8]([CH:7]=[C:6]([Cl:5])[P:17]([O:18][CH2:19][CH3:20])([O:21][CH2:22][CH3:23])=[O:24])[cH:13]1. The reactants are CCCCO, Cc1cccc(CN)n1, CCN(C(C)C)C(C)C, Fc1nc(Cl)c2[nH]cnc2n1. Product: Cc1cccc(CNc2nc(F)nc3[nH]cnc23)n1. RXN SMILES: [CH2:30]([OH:31])[CH2:32][CH2:33][CH3:34].[CH3:21][c:22]1[cH:23][cH:24][cH:25][c:26]([CH2:28][NH2:29])[n:27]1.[CH:12]([N:13]([CH2:14][CH3:15])[CH:16]([CH3:17])[CH3:18])([CH3:19])[CH3:20].[Cl:1][c:2]1[c:3]2[nH:4][cH:5][n:6][c:7]2[n:8][c:9]([F:11])[n:10]1>>[c:2]1([NH:29][CH2:28][c:26]2[cH:25][cH:24][cH:23][c:22]([CH3:21])[n:27]2)[c:3]2[n:4][cH:5][nH:6][c:7]2[n:8][c:9]([F:11])[n:10]1. Reaction conditions: time 67 hour. The reactants are COC1=CC=C2C(=C(NC2=C1)C1=CC=CC=C1)CC1=CC=CC(=N1)C(=O)OC (methyl 6-(6-methoxy-2-phenyl-1H-indol-3-ylmethyl)pyridine-2-carboxylate), C([O-])([O-])=O.[Cs+].[Cs+] (cesium carbonate), CI (methyl iodide). Reported procedure: To a solution of methyl 6-(6-methoxy-2-phenyl-1H-indol-3-ylmethyl)pyridine-2-carboxylate (500 mg) in N,N-dimethylformamide (5.4 mL) were added cesium carbonate (1.09 g) and methyl iodide (0.168 mL), and this mixture was stirred at room temperature for 67 hours. The reaction mixture was diluted with water, followed by extraction with ethyl acetate. The organic layer was washed with water and saturated brine, dried over anhydrous sodium sulfate, and then concentrated under reduced pressure. The re... Solvent: CN(C=O)C (N,N-dimethylformamide), O (water). Product: COC1=CC=C2C(=C(N(C2=C1)C)C1=CC=CC=C1)CC1=CC=CC(=N1)C(=O)OC (Methyl 6-(6-methoxy-1-methyl-2-phenyl-1H-indol-3-ylmethyl)pyridine-2-carboxylate). Isolated yield 97.9%. RXN SMILES: [CH3:1][O:2][C:3]1[CH:11]=[C:10]2[C:6]([C:7]([CH2:18][C:19]3[N:24]=[C:23]([C:25]([O:27][CH3:28])=[O:26])[CH:22]=[CH:21][CH:20]=3)=[C:8]([C:12]3[CH:17]=[CH:16][CH:15]=[CH:14][CH:13]=3)[NH:9]2)=[CH:5][CH:4]=1.[C:29](=O)([O-])[O-].[Cs+].[Cs+].CI>CN(C)C=O.O>[CH3:1][O:2][C:3]1[CH:11]=[C:10]2[C:6]([C:7]([CH2:18][C:19]3[N:24]=[C:23]([C:25]([O:27][CH3:28])=[O:26])[CH:22]=[CH:21][CH:20]=3)=[C:8]([C:12]3[CH:13]=[CH:14][CH:15]=[CH:16][CH:17]=3)[N:9]2[CH3:29])=[CH:5][CH:4]=1 |f:1.2.3|.